This data is from the Open Reaction Database (ORD), a public repository of structured organic reaction records. The task is: describe an organic reaction: reactants, conditions, products, and yield Starting materials: O=C1CCC(=O)N1Br, O=c1c2ccccc2ccc2cc(CBr)ccc12, ClC(Cl)(Cl)Cl, Cc1ccc2c(=O)c3ccccc3ccc2c1. The product is CCc1ccc2c(=O)c3ccccc3ccc2c1. RXN SMILES: [Br:18][N:19]1[C:20](=[O:25])[CH2:24][CH2:23][C:21]1=[O:22].[Br:26][CH2:27][c:28]1[cH:29][cH:30][c:31]2[c:32](=[O:33])[c:34]3[cH:35][cH:36][cH:37][cH:38][c:39]3[cH:40][cH:41][c:42]2[cH:43]1.[C:44]([Cl:45])([Cl:46])([Cl:47])[Cl:48].[CH3:1][c:2]1[cH:3][c:4]2[c:5]([c:6](=[O:15])[c:7]3[c:8]([cH:9][cH:10]2)[cH:11][cH:12][cH:13][cH:14]3)[cH:16][cH:17]1>>[CH2:1]([c:2]1[cH:3][c:4]2[c:5]([c:6](=[O:15])[c:7]3[c:8]([cH:9][cH:10]2)[cH:11][cH:12][cH:13][cH:14]3)[cH:16][cH:17]1)[CH3:20]. The reactants are CC(C)(C)OC(=O)N1CCCCC1c1ccc2cnc(Nc3ccc(N4CCOCC4)cc3)nn12, CN1CCN(c2ccc(Nc3ncc4ccc(-c5cccc(N6CCN(C(=O)OC(C)(C)C)CC6)c5)n4n3)cc2)CC1. Yields the product CN1CCN(c2ccc(Nc3ncc4ccc(-c5cccc(N6CCNCC6)c5)n4n3)cc2)CC1. As a reaction SMILES: [C:1]([O:2][C:3]([N:4]1[CH2:5][CH2:6][CH2:7][CH2:8][CH:9]1[c:10]1[n:11]2[c:12]([cH:13][n:14][c:15]([NH:16][c:17]3[cH:18][cH:19][c:20]([N:21]4[CH2:22][CH2:23][O:24][CH2:25][CH2:26]4)[cH:27][cH:28]3)[n:29]2)[cH:30][cH:31]1)=[O:32])([CH3:33])([CH3:34])[CH3:35].[C:36]([O:37][C:38](=[O:39])[N:43]1[CH2:44][CH2:45][N:46]([c:49]2[cH:50][c:51](-[c:55]3[cH:56][cH:57][c:58]4[cH:59][n:60][c:61]([NH:64][c:65]5[cH:66][cH:67][c:68]([N:71]6[CH2:72][CH2:73][N:74]([CH3:77])[CH2:75][CH2:76]6)[cH:69][cH:70]5)[n:62][n:63]34)[cH:52][cH:53][cH:54]2)[CH2:47][CH2:48]1)([CH3:40])([CH3:41])[CH3:42]>>[NH:43]1[CH2:44][CH2:45][N:46]([c:49]2[cH:50][c:51](-[c:55]3[cH:56][cH:57][c:58]4[cH:59][n:60][c:61]([NH:64][c:65]5[cH:66][cH:67][c:68]([N:71]6[CH2:72][CH2:73][N:74]([CH3:77])[CH2:75][CH2:76]6)[cH:69][cH:70]5)[n:62][n:63]34)[cH:52][cH:53][cH:54]2)[CH2:47][CH2:48]1.